From a dataset of the Open Reaction Database (ORD), a public repository of structured organic reaction records. describe an organic reaction: reactants, conditions, products, and yield Yields the product CC(C)S(=O)(=O)c1ccccc1Nc1nc(Cl)nc(Cl)c1C(O)c1ccccc1. Reactants: [Br-], C1CCOC1, CCOC(C)=O, [Cl-], CC(C)S(=O)(=O)c1ccccc1Nc1nc(Cl)nc(Cl)c1C=O, [NH4+], [Mg+]c1ccccc1. RXN SMILES: [Br-:24].[CH2:34]1[O:35][CH2:36][CH2:37][CH2:38]1.[CH3:39][CH2:40][O:41][C:42]([CH3:43])=[O:44].[Cl-:32].[Cl:1][c:2]1[n:3][c:4]([NH:11][c:12]2[c:13]([S:18](=[O:19])(=[O:20])[CH:21]([CH3:22])[CH3:23])[cH:14][cH:15][cH:16][cH:17]2)[c:5]([CH:9]=[O:10])[c:6]([Cl:8])[n:7]1.[NH4+:33].[c:25]1([Mg+:31])[cH:26][cH:27][cH:28][cH:29][cH:30]1>>[Cl:1][c:2]1[n:3][c:4]([NH:11][c:12]2[c:13]([S:18](=[O:19])(=[O:20])[CH:21]([CH3:22])[CH3:23])[cH:14][cH:15][cH:16][cH:17]2)[c:5]([CH:9]([OH:10])[c:25]2[cH:26][cH:27][cH:28][cH:29][cH:30]2)[c:6]([Cl:8])[n:7]1.